From a dataset of the Open Reaction Database (ORD), a public repository of structured organic reaction records. describe an organic reaction: reactants, conditions, products, and yield Reactants: Cc1c(OCCBr)ccc2c(=O)cc(N3CCOCC3)oc12, CN1CCNCC1, ClC(Cl)Cl. The product is Cc1c(OCCN2CCN(C)CC2)ccc2c(=O)cc(N3CCOCC3)oc12. RXN SMILES: [Br:1][CH2:2][CH2:3][O:4][c:5]1[c:6]([CH3:22])[c:7]2[c:8]([c:9](=[O:19])[cH:10][c:11]([N:13]3[CH2:14][CH2:15][O:16][CH2:17][CH2:18]3)[o:12]2)[cH:20][cH:21]1.[CH3:23][N:24]1[CH2:25][CH2:26][NH:27][CH2:28][CH2:29]1.[CH:30]([Cl:31])([Cl:32])[Cl:33]>>[CH2:2]([CH2:3][O:4][c:5]1[c:6]([CH3:22])[c:7]2[c:8]([c:9](=[O:19])[cH:10][c:11]([N:13]3[CH2:14][CH2:15][O:16][CH2:17][CH2:18]3)[o:12]2)[cH:20][cH:21]1)[N:27]1[CH2:26][CH2:25][N:24]([CH3:23])[CH2:29][CH2:28]1. The reactants are C(#CCCCCCCCCCCC)C1=C(C=CC=C1)C=C(P(O)(O)=O)P(O)(O)=O ([2-[2-(1-Tridecynyl)phenyl]ethenylidene]bisphosphonic acid), [O-]CC.[Na+] (sodium ethoxide), C(C)O (ethanol). Run in O1CCCC1 (tetrahydrofuran). Run at time 20 minute. Yields the product C(#CCCCCCCCCCCC)C1=C(C=CC=C1)C=C(P([O-])([O-])=O)P([O-])([O-])=O.[Na+].[Na+].[Na+].[Na+] (Tetrasodium[2-[2-(1-tridecynyl)phenyl]ethenylidene]bisphosphonate). Yield: 36.5%. As a reaction SMILES: [C:1]([C:14]1[CH:19]=[CH:18][CH:17]=[CH:16][C:15]=1[CH:20]=[C:21]([P:26](=[O:29])([OH:28])[OH:27])[P:22](=[O:25])([OH:24])[OH:23])#[C:2][CH2:3][CH2:4][CH2:5][CH2:6][CH2:7][CH2:8][CH2:9][CH2:10][CH2:11][CH2:12][CH3:13].[O-]CC.[Na+:33].C(O)C>O1CCCC1>[C:1]([C:14]1[CH:19]=[CH:18][CH:17]=[CH:16][C:15]=1[CH:20]=[C:21]([P:26](=[O:27])([O-:28])[O-:29])[P:22](=[O:23])([O-:24])[O-:25])#[C:2][CH2:3][CH2:4][CH2:5][CH2:6][CH2:7][CH2:8][CH2:9][CH2:10][CH2:11][CH2:12][CH3:13].[Na+:33].[Na+:33].[Na+:33].[Na+:33] |f:1.2,5.6.7.8.9|. Procedure details: [2-[2-(1-Tridecynyl)phenyl]ethenylidene]bisphosphonic acid (0.102 g, 0.23 mmol) prepared according to Example 10 was dissolved in dry tetrahydrofuran (10 ml) and stirred while sodium ethoxide in ethanol (0,177M, 5.19 ml, 0.92 mmol) was added. After 20 minutes, the solvent was removed under reduced pressure to give a light solid. The solid was powdered and washed with dry ethanol, then dried under vacuum, 40.8 mg, 0.084 mmol, 36.5% yield; mp darkens above 233° C. under N2 ; 1H NMR (D2O) ∂ 0.89 (m... Reactants: C(C)(=O)O[C@@H]1[C@@H](O[C@H]([C@@H]([C@H]1OC(C)=O)OC(C)=O)C1=CC(=C(C=C1)Cl)CC=1SC(=NN1)C=1OC=CC1)COC(C)=O ((2S,3R,4R,5S,6S)-2-(acetoxymethyl)-6-(4-chloro-3-((5-(furan-2-yl)-1,3,4-thiadiazol-2-yl)methyl)phenyl)-tetrahydro-2H-pyran-3,4,5-triyl triacetate), C[O-].[Na+] (sodium methoxide), [H][H] (hydrogen). Solvent: CO (methanol). Run at time 2 hour. Product: ClC1=C(C=C(C=C1)[C@@H]1O[C@@H]([C@H]([C@@H]([C@H]1O)O)O)CO)CC=1SC(=NN1)C=1OC=CC1 ((2S,3R,4R,5S,6R)-2-(4-Chloro-3-((5-(furan-2-yl)-1,3,4-thiadiazol-2-yl)methyl)phenyl)-6-(hydroxymethyl)-tetrahydro-2H-pyran-3,4,5-triol). The yield is 58.1%. RXN SMILES: C([O:4][C@H:5]1[C@H:10]([O:11]C(=O)C)[C@@H:9]([O:15]C(=O)C)[C@H:8]([C:19]2[CH:24]=[CH:23][C:22]([Cl:25])=[C:21]([CH2:26][C:27]3[S:28][C:29]([C:32]4[O:33][CH:34]=[CH:35][CH:36]=4)=[N:30][N:31]=3)[CH:20]=2)[O:7][C@H:6]1[CH2:37][O:38]C(=O)C)(=O)C.C[O-].[Na+].[H][H]>CO>[Cl:25][C:22]1[CH:23]=[CH:24][C:19]([C@H:8]2[C@H:9]([OH:15])[C@@H:10]([OH:11])[C@H:5]([OH:4])[C@@H:6]([CH2:37][OH:38])[O:7]2)=[CH:20][C:21]=1[CH2:26][C:27]1[S:28][C:29]([C:32]2[O:33][CH:34]=[CH:35][CH:36]=2)=[N:30][N:31]=1 |f:1.2|. Procedure: To a solution of (2S,3R,4R,5S,6S)-2-(acetoxymethyl)-6-(4-chloro-3-((5-(furan-2-yl)-1,3,4-thiadiazol-2-yl)methyl)phenyl)-tetrahydro-2H-pyran-3,4,5-triyl triacetate (187 mg, 0.31 mmol) from Step 3 in methanol (10 mL) was added sodium methoxide (25 wt % in methanol, 1.0 mL). The reaction mixture was stirred at ambient temperature for 2 h. Amberlite® IR120 hydrogen form was then added to neutralize the reaction mixture. The resin was filtered off and the filtrate was concentrated in vacuo. Purificat... The reactants are C(C)(C)(C)OC(=O)N[C@H]1C/C=C/CCC(C[C@H]2[C@](NC([C@H]3N(C1=O)C[C@@H](C3)O)=O)(C2)C(=O)OCC)(F)F ((2R,6S,13aS,14aR,16aS,E)-ethyl 6-(tert-butoxycarbonylamino)-12 ,12-difluoro-2-hydroxy-5,16-dioxo-1,2,3,5,6,7,10,11,12,13,13a,14,14a,15,16,16a-hexadecahydrocyclopropa[e]pyrrolo[1,2-a][1,4]diazacyclopentadecine-14a-carboxylate), [H][H] (hydrogen). Reagents/catalysts: [Pd] (palladium/carbon). Solvent: C(C)(=O)OCC (ethyl acetate), C(C)(=O)OCC (ethyl acetate). Yields the product C(C)(C)(C)OC(=O)N[C@H]1CCCCCC(C[C@H]2[C@](NC([C@H]3N(C1=O)C[C@@H](C3)O)=O)(C2)C(=O)OCC)(F)F ((2R,6S,13aS,14aR,16aS)-ethyl 6-(tert-butoxycarbonylamino)-12,12-difluoro-2-hydroxy-5,16-dioxooctadecahydrocyclopropa[e]pyrrolo[1,2-a][1,4]diazacyclopentadecine-14a-carboxylate). Yield: 94.9%. Reaction SMILES: [C:1]([O:5][C:6]([NH:8][C@@H:9]1[C:23](=[O:24])[N:22]2[CH2:25][C@H:26]([OH:28])[CH2:27][C@H:21]2[C:20](=[O:29])[NH:19][C@:18]2([C:31]([O:33][CH2:34][CH3:35])=[O:32])[CH2:30][C@H:17]2[CH2:16][C:15]([F:37])([F:36])[CH2:14][CH2:13][CH:12]=[CH:11][CH2:10]1)=[O:7])([CH3:4])([CH3:3])[CH3:2].[H][H]>C(OCC)(=O)C.[Pd]>[C:1]([O:5][C:6]([NH:8][C@@H:9]1[C:23](=[O:24])[N:22]2[CH2:25][C@H:26]([OH:28])[CH2:27][C@H:21]2[C:20](=[O:29])[NH:19][C@:18]2([C:31]([O:33][CH2:34][CH3:35])=[O:32])[CH2:30][C@H:17]2[CH2:16][C:15]([F:36])([F:37])[CH2:14][CH2:13][CH2:12][CH2:11][CH2:10]1)=[O:7])([CH3:3])([CH3:2])[CH3:4]. Procedure details: A solution of (2R,6S,13aS,14aR,16aS,E)-ethyl 6-(tert-butoxycarbonylamino)-12,12-difluoro-2-hydroxy-5,16-dioxo-1,2,3,5,6,7,10,11,12,13,13a,14,14a,15,16,16a-hexadecahydrocyclopropa[e]pyrrolo [1,2-a][1,4]diazacyclopentadecine-14a-carboxylate (Example 7h, 1.06 g, 2.002 mmol) in ethyl acetate (50 ml) at 25° C. was added 10% palladium/carbon (0.170 g, 0.160 mmol). The reaction mixture was stirred under a balloon of hydrogen for 2 days. The reaction mixture was filtered through a small plug of silica g... The reactants are OC1=C(C(C=CC2=CC=C(C=C2)OCOC)=O)C(=CC(=C1CC=C(C)C)OCOC)OCOC (2'-hydroxy-4,4',6'-tris(methoxymethoxy)-3'-(3-methyl-2-butenyl)chalcone), C(C)(=O)OC(C)=O (acetic anhydride), cooled saturated solution, C(O)([O-])=O.[Na+] (sodium hydrogencarbonate). Run in N1=CC=CC=C1 (pyridine). Product: C(C)(=O)OC1=C(C(C=CC2=CC=C(C=C2)OCOC)=O)C(=CC(=C1CC=C(C)C)OCOC)OCOC (2'-acetoxy-4,4',6'-tris(methoxymethoxy)-3'-(3-methyl-2-butenyl)chalcone). Isolated yield 84.0%. Reaction SMILES: [OH:1][C:2]1[C:21]([CH2:22][CH:23]=[C:24]([CH3:26])[CH3:25])=[C:20]([O:27][CH2:28][O:29][CH3:30])[CH:19]=[C:18]([O:31][CH2:32][O:33][CH3:34])[C:3]=1[C:4](=[O:17])[CH:5]=[CH:6][C:7]1[CH:12]=[CH:11][C:10]([O:13][CH2:14][O:15][CH3:16])=[CH:9][CH:8]=1.[C:35](OC(=O)C)(=[O:37])[CH3:36].C(=O)([O-])O.[Na+]>N1C=CC=CC=1>[C:35]([O:1][C:2]1[C:21]([CH2:22][CH:23]=[C:24]([CH3:26])[CH3:25])=[C:20]([O:27][CH2:28][O:29][CH3:30])[CH:19]=[C:18]([O:31][CH2:32][O:33][CH3:34])[C:3]=1[C:4](=[O:17])[CH:5]=[CH:6][C:7]1[CH:12]=[CH:11][C:10]([O:13][CH2:14][O:15][CH3:16])=[CH:9][CH:8]=1)(=[O:37])[CH3:36] |f:2.3|. Reported procedure: A liquid mixture of 13.75 g of the 2'-hydroxy-4,4',6'-tris(methoxymethoxy)-3'-(3-methyl-2-butenyl)chalcone, 40 ml of acetic anhydride and 40 ml of anhydrous pyridine was stirred at room temperature to effect a reaction. Then, the reaction mixture was added into 200 ml of a cooled saturated solution of sodium hydrogencarbonate and the mixture was stirred at 0° C. for 30 minutes. The mixture was extracted with 1500 ml of ether, and the ether layer was washed with water, shaken with a saturated aqu... Starting materials: ClC1=CC=2N(C3=CC=CC=C3SC2C=C1)CCCN1CCN(CC1)CCCl (1-[3-(2-chloro-10H-phenothiazin-10-yl)propyl]-4-(2-chloroethyl)piperazine), CC(C)NCCCCOC1=CC=C(C=C1)O (4-[4-(1-methylethyl)aminobutoxy]phenol), [OH-].[Na+] (sodium hydroxide). Solvent: CS(=O)C (dimethylsulfoxide), O (water). Product: Cl.Cl.Cl.ClC1=CC=2N(C3=CC=CC=C3SC2C=C1)CCCN1CCN(CC1)CCOC1=CC=C(C=C1)OCCCCNC(C)C (1-[3-(2-chloro-10H-phenothiazin-10-yl)propyl]-4-[2-[4-[4-(1-methylethyl)aminobutoxy]phenoxy]ethyl]piperazine trihydrochloride). The yield is 123.7%. Reaction SMILES: [Cl:1][C:2]1[CH:15]=[CH:14][C:13]2[S:12][C:11]3[C:6](=[CH:7][CH:8]=[CH:9][CH:10]=3)[N:5]([CH2:16][CH2:17][CH2:18][N:19]3[CH2:24][CH2:23][N:22]([CH2:25][CH2:26]Cl)[CH2:21][CH2:20]3)[C:4]=2[CH:3]=1.[CH3:28][CH:29]([NH:31][CH2:32][CH2:33][CH2:34][CH2:35][O:36][C:37]1[CH:42]=[CH:41][C:40]([OH:43])=[CH:39][CH:38]=1)[CH3:30].[OH-].[Na+]>CS(C)=O.O>[ClH:1].[ClH:1].[ClH:1].[Cl:1][C:2]1[CH:15]=[CH:14][C:13]2[S:12][C:11]3[C:6](=[CH:7][CH:8]=[CH:9][CH:10]=3)[N:5]([CH2:16][CH2:17][CH2:18][N:19]3[CH2:20][CH2:21][N:22]([CH2:25][CH2:26][O:43][C:40]4[CH:41]=[CH:42][C:37]([O:36][CH2:35][CH2:34][CH2:33][CH2:32][NH:31][CH:29]([CH3:28])[CH3:30])=[CH:38][CH:39]=4)[CH2:23][CH2:24]3)[C:4]=2[CH:3]=1 |f:2.3,6.7.8.9|. Reported procedure: A solution of 1-[3-(2-chloro-10H-phenothiazin-10-yl)propyl]-4-(2-chloroethyl)piperazine (3.8 g) and 4-[4-(1-methylethyl)aminobutoxy]phenol (2.0 g), in 100 ml dimethylsulfoxide was reacted with sodium hydroxide (0.4 g) in 3 ml water under the conditions described in method A. The crude amine, extracted into ethyl acetate, was converted to the trihydrochloride salt by addition of excess hydrogen chloride in ethyl acetate to the dried extract. The crude salt was triturated with a small amount of ho... Reactants: CCc1ccc(CO)cc1, CCC(C)Oc1ccc(O)c(Cl)c1, C1CCOC1, c1ccc(P(c2ccccc2)c2ccccc2)cc1. The product is CCc1ccc(COc2ccc(OC(C)CC)cc2Cl)cc1. RXN SMILES: [CH2:14]([CH3:15])[c:16]1[cH:17][cH:18][c:19]([CH2:20][OH:21])[cH:22][cH:23]1.[Cl:1][c:2]1[c:3]([OH:13])[cH:4][cH:5][c:6]([O:8][CH:9]([CH3:10])[CH2:11][CH3:12])[cH:7]1.[O:43]1[CH2:44][CH2:45][CH2:46][CH2:47]1.[c:24]1([P:25]([c:26]2[cH:27][cH:28][cH:29][cH:30][cH:31]2)[c:32]2[cH:33][cH:34][cH:35][cH:36][cH:37]2)[cH:38][cH:39][cH:40][cH:41][cH:42]1>>[Cl:1][c:2]1[c:3]([O:13][CH2:20][c:19]2[cH:18][cH:17][c:16]([CH2:14][CH3:15])[cH:23][cH:22]2)[cH:4][cH:5][c:6]([O:8][CH:9]([CH3:10])[CH2:11][CH3:12])[cH:7]1. The reactants are OCCCCCCO, CCCCOC(C)OC(=O)N1C(=O)CCC1=O. Product: CCCCOC(C)OC(=O)NC(=O)CCC(=O)OCCCCCCO. As a reaction SMILES: [CH2:18]([CH2:19][CH2:20][CH2:21][CH2:22][CH2:23][OH:24])[OH:25].[CH2:1]([CH2:2][CH2:3][CH3:4])[O:5][CH:6]([CH3:7])[O:8][C:9](=[O:10])[N:11]1[C:12](=[O:17])[CH2:13][CH2:14][C:15]1=[O:16]>>[CH2:1]([CH2:2][CH2:3][CH3:4])[O:5][CH:6]([CH3:7])[O:8][C:9](=[O:10])[NH:11][C:15]([CH2:14][CH2:13][C:12](=[O:17])[O:25][CH2:18][CH2:19][CH2:20][CH2:21][CH2:22][CH2:23][OH:24])=[O:16].